This data is from the Open Reaction Database (ORD), a public repository of structured organic reaction records. The task is: describe an organic reaction: reactants, conditions, products, and yield Reactants: [Na].S1C=C(C2=C1C=CC=C2)S(=O)(=O)[O-] (sodium benzothiophene-3-sulphonate), P(Cl)(Cl)(Cl)(Cl)Cl (phosphorus pentachloride). The solvent is P(=O)(Cl)(Cl)Cl (phosphorus oxychloride), P(=O)(Cl)(Cl)Cl (phosphorus oxychloride). The product is ClS(=O)(=O)C1=CSC2=C1C=CC=C2 (3-Chlorosulphonyl-1-benzothiophene). As a reaction SMILES: [Na].[S:2]1[C:6]2[CH:7]=[CH:8][CH:9]=[CH:10][C:5]=2[C:4]([S:11]([O-:14])(=O)=[O:12])=[CH:3]1.P(Cl)(Cl)(Cl)(Cl)[Cl:16]>P(Cl)(Cl)(Cl)=O>[Cl:16][S:11]([C:4]1[C:5]2[CH:10]=[CH:9][CH:8]=[CH:7][C:6]=2[S:2][CH:3]=1)(=[O:14])=[O:12] |f:0.1,^1:0|. Procedure details: 180 g of sodium-benzothiophene-3-sulphonate are placed in 650 ml of phosphorus oxychloride and then combined with 156 g of phosphorus pentachloride. The reaction mixture is refluxed for 3.5 hours before the excess phosphorus oxychloride is eliminated by distillation in vacuo. The residue is taken up in 800 ml of chloroform and the precipitate formed is separated off by filtering. The filtrate is concentrated by evaporation and stirred into 800 ml of petroleum ether with heating. The crystalline ... Reactants: CC(Cl)c1cccnc1, O=C(O)c1nccnc1-c1ccccn1. Reagents/catalysts: O=C([O-])[O-].[Cs+].[Cs+] (cesium carbonate), [I-].[K+] (potassium iodide). Run in CN(C)C=O (DMF), CN(C)C=O (dmf), CN(C)C=O (DMF). Run at temperature 70 celsius, time 16 hour. Product: CC(OC(=O)c1nccnc1-c1ccccn1)c1cccnc1. Yields the product CC(=C(c1ccc(Cl)cc1)c1ccc(Cl)cc1)n1cncn1. Reactants: Cc1ccccc1, CC(n1cncn1)C(O)(c1ccc(Cl)cc1)c1ccc(Cl)cc1, O, Cc1ccc(S(=O)(=O)O)cc1. As a reaction SMILES: [CH3:36][c:37]1[cH:38][cH:39][cH:40][cH:41][cH:42]1.[Cl:1][c:2]1[cH:3][cH:4][c:5]([C:8]([CH:9]([CH3:10])[n:11]2[n:12][cH:13][n:14][cH:15]2)([OH:16])[c:17]2[cH:18][cH:19][c:20]([Cl:23])[cH:21][cH:22]2)[cH:6][cH:7]1.[OH2:35].[c:24]1([CH3:25])[cH:26][cH:27][c:28]([S:29]([OH:30])(=[O:31])=[O:32])[cH:33][cH:34]1>>[Cl:1][c:2]1[cH:3][cH:4][c:5]([C:8](=[C:9]([CH3:10])[n:11]2[n:12][cH:13][n:14][cH:15]2)[c:17]2[cH:18][cH:19][c:20]([Cl:23])[cH:21][cH:22]2)[cH:6][cH:7]1. RXN SMILES: [CH2:1]([CH3:2])[O:3][C:4](=[O:5])[CH2:6][C:7]1([CH3:32])[O:8][c:9]2[c:10]([CH3:31])[c:11]([CH3:30])[c:12]([S:18](=[O:19])(=[O:20])[NH:21][C:22]([c:23]3[cH:24][cH:25][cH:26][cH:27][cH:28]3)=[NH:29])[c:13]([CH3:17])[c:14]2[CH2:15][CH2:16]1.[CH3:33][CH2:34][O:35][C:36]([CH3:37])=[O:38].[CH3:40][CH2:41][OH:42].[ClH:39].[Na+:44].[OH-:43]>>[O:3]=[C:4]([OH:5])[CH2:6][C:7]1([CH3:32])[O:8][c:9]2[c:10]([CH3:31])[c:11]([CH3:30])[c:12]([S:18](=[O:19])(=[O:20])[NH:21][C:22]([c:23]3[cH:24][cH:25][cH:26][cH:27][cH:28]3)=[NH:29])[c:13]([CH3:17])[c:14]2[CH2:15][CH2:16]1. Yields the product Cc1c(C)c(S(=O)(=O)NC(=N)c2ccccc2)c(C)c2c1OC(C)(CC(=O)O)CC2. The reactants are CCOC(=O)CC1(C)CCc2c(C)c(S(=O)(=O)NC(=N)c3ccccc3)c(C)c(C)c2O1, CCOC(C)=O, CCO, Cl, [Na+], [OH-]. Starting materials: Cc1nc(-c2ccc(CBr)cc2)no1, O=C([O-])[O-], CC1CNCCN1c1nc(-c2ccncn2)cc(=O)n1C, CN(C)C=O, [K+], [K+]. Yields the product Cc1nc(-c2ccc(CN3CCN(c4nc(-c5ccncn5)cc(=O)n4C)C(C)C3)cc2)no1. Reaction SMILES: [Br:28][CH2:29][c:30]1[cH:31][cH:32][c:33](-[c:36]2[n:37][o:38][c:39]([CH3:41])[n:40]2)[cH:34][cH:35]1.[C:22](=[O:23])([O-:24])[O-:25].[CH3:1][n:2]1[c:3]([N:15]2[CH:16]([CH3:21])[CH2:17][NH:18][CH2:19][CH2:20]2)[n:4][c:5](-[c:9]2[n:10][cH:11][n:12][cH:13][cH:14]2)[cH:6][c:7]1=[O:8].[CH3:42][N:43]([CH3:44])[CH:45]=[O:46].[K+:26].[K+:27]>>[CH3:1][n:2]1[c:3]([N:15]2[CH:16]([CH3:21])[CH2:17][N:18]([CH2:29][c:30]3[cH:31][cH:32][c:33](-[c:36]4[n:37][o:38][c:39]([CH3:41])[n:40]4)[cH:34][cH:35]3)[CH2:19][CH2:20]2)[n:4][c:5](-[c:9]2[n:10][cH:11][n:12][cH:13][cH:14]2)[cH:6][c:7]1=[O:8]. Starting materials: C(C)(=O)Cl (acetyl chloride), [Sn](Cl)(Cl)(Cl)Cl (tin (IV) chloride), ice water, N1(C=CC=C1)N1C(C2=CC=CC=C2C1=O)=O (2-(1H-pyrrol-1-yl)-1H-isoindole-1,3(2H)dione). The solvent is C(Cl)Cl (DCM). Conditions: temperature 0 celsius, time 0.5 hour. Yields the product C(C)(=O)C=1N(C=CC1)N1C(C2=CC=CC=C2C1=O)=O (2-(2-Acetyl-1H-pyrrol-1-yl)-1H-isoindole-1,3(2H)dione). Reaction SMILES: [C:1](Cl)(=[O:3])[CH3:2].[Sn](Cl)(Cl)(Cl)Cl.[N:10]1([N:15]2[C:23](=[O:24])[C:22]3[C:17](=[CH:18][CH:19]=[CH:20][CH:21]=3)[C:16]2=[O:25])[CH:14]=[CH:13][CH:12]=[CH:11]1>C(Cl)Cl>[C:1]([C:11]1[N:10]([N:15]2[C:23](=[O:24])[C:22]3[C:17](=[CH:18][CH:19]=[CH:20][CH:21]=3)[C:16]2=[O:25])[CH:14]=[CH:13][CH:12]=1)(=[O:3])[CH3:2]. Reported procedure: To a stirred solution of acetyl chloride (6.77 ml) in DCM (400 ml) was added tin (IV) chloride (11.14 ml) at -5° C., under nitrogen. 2-(1H-pyrrol-1-yl)-1H-isoindole-1,3(2H)dione (20.0 g) was then added portion-wise, keeping the temperature below 0° C. The reaction mixture was then stirred at 0° C. for 0.5 hour, at which time it was poured into ice water. The layers were separated and the aqueous phase was extracted with DCM. The combined organics were washed twice with 5% HCl (aq.) and dried (Mg... The reactants are O=C([O-])[O-], C1COCCO1, CCOC(C)=O, Cl, [Cs+], [Cs+], Ic1ccc(OC2CN3CCC2CC3)cc1, NC(=O)c1ccccc1, O=C(C=Cc1ccccc1)C=Cc1ccccc1, O=C(C=Cc1ccccc1)C=Cc1ccccc1, O=C(C=Cc1ccccc1)C=Cc1ccccc1, [Pd], [Pd]. Product: O=C(Nc1ccc(OC2CN3CCC2CC3)cc1)c1ccccc1. Reaction SMILES: [C:27](=[O:28])([O-:29])[O-:30].[CH2:33]1[O:34][CH2:35][CH2:36][O:37][CH2:38]1.[CH3:39][CH2:40][O:41][C:42](=[O:43])[CH3:44].[ClH:1].[Cs+:31].[Cs+:32].[I:2][c:3]1[cH:4][cH:5][c:6]([O:7][CH:8]2[CH2:9][N:10]3[CH2:11][CH2:12][CH:13]2[CH2:14][CH2:15]3)[cH:16][cH:17]1.[NH2:18][C:19](=[O:20])[c:21]1[cH:22][cH:23][cH:24][cH:25][cH:26]1.[O:47]=[C:48]([CH:49]=[CH:50][c:51]1[cH:52][cH:53][cH:54][cH:55][cH:56]1)[CH:57]=[CH:58][c:59]1[cH:60][cH:61][cH:62][cH:63][cH:64]1.[O:65]=[C:66]([CH:67]=[CH:68][c:69]1[cH:70][cH:71][cH:72][cH:73][cH:74]1)[CH:75]=[CH:76][c:77]1[cH:78][cH:79][cH:80][cH:81][cH:82]1.[O:83]=[C:84]([CH:85]=[CH:86][c:87]1[cH:88][cH:89][cH:90][cH:91][cH:92]1)[CH:93]=[CH:94][c:95]1[cH:96][cH:97][cH:98][cH:99][cH:100]1.[Pd:45].[Pd:46]>>[c:3]1([NH:18][C:19](=[O:20])[c:21]2[cH:22][cH:23][cH:24][cH:25][cH:26]2)[cH:4][cH:5][c:6]([O:7][CH:8]2[CH2:9][N:10]3[CH2:11][CH2:12][CH:13]2[CH2:14][CH2:15]3)[cH:16][cH:17]1.